This data is from the Open Reaction Database (ORD), a public repository of structured organic reaction records. The task is: describe an organic reaction: reactants, conditions, products, and yield The reactants are C(C1=CC=CC=C1)C=1OC(=C(C1C(=O)C1=CC(=C(C(=C1)CC)O)CC)C)C ((2-benzyl-4,5-dimethyl-furan-3-yl)-(3,5-diethyl-4-hydroxy-phenyl)-methanone), ClS(=O)(=O)C1=CC(=C(C(=O)O)C=C1)O (4-chlorosulphonyl-2-hydroxybenzoic acid). Procedure: The title compound was prepared according to the procedure in Example 4 using (2-benzyl-4,5-dimethyl-furan-3-yl)-(3,5-diethyl-4-hydroxy-phenyl)-methanone (0.5 g, 1.38 mmol) and 4-chlorosulphonyl-2-hydroxybenzoic acid (0.65 g, 2.74 mmol). Purification on 2% H3PO4/MeOH treated silica gel, eluting with 10% EtOAc/hexane gave 0.251 g (32%) of the title compound as an off white solid, mp 143-147° C. 1H NMR (DMSO-d6) δ1.01 (t, 6H), 1.84 (s, 3H), 2.20 (s, 3H), 2.51 (q, 4 H, with DMSO peak), 3.81 (s, 2H)... As a reaction SMILES: [CH2:1]([C:8]1[O:9][C:10]([CH3:27])=[C:11]([CH3:26])[C:12]=1[C:13]([C:15]1[CH:20]=[C:19]([CH2:21][CH3:22])[C:18]([OH:23])=[C:17]([CH2:24][CH3:25])[CH:16]=1)=[O:14])[C:2]1[CH:7]=[CH:6][CH:5]=[CH:4][CH:3]=1.Cl[S:29]([C:32]1[CH:40]=[CH:39][C:35]([C:36]([OH:38])=[O:37])=[C:34]([OH:41])[CH:33]=1)(=[O:31])=[O:30]>>[CH2:1]([C:8]1[O:9][C:10]([CH3:27])=[C:11]([CH3:26])[C:12]=1[C:13]([C:15]1[CH:16]=[C:17]([CH2:24][CH3:25])[C:18]([O:23][S:29]([C:32]2[CH:40]=[CH:39][C:35]([C:36]([OH:38])=[O:37])=[C:34]([OH:41])[CH:33]=2)(=[O:31])=[O:30])=[C:19]([CH2:21][CH3:22])[CH:20]=1)=[O:14])[C:2]1[CH:3]=[CH:4][CH:5]=[CH:6][CH:7]=1. The product is C(C1=CC=CC=C1)C=1OC(=C(C1C(=O)C1=CC(=C(OS(=O)(=O)C2=CC(=C(C(=O)O)C=C2)O)C(=C1)CC)CC)C)C (4-[4-(2-Benzyl-4,5-dimethyl-furan-3-carbonyl)-2,6-diethyl-phenoxysulfonyl]-2-hydroxy-benzoic acid). Isolated yield 32.3%.